This data is from the Open Reaction Database (ORD), a public repository of structured organic reaction records. The task is: describe an organic reaction: reactants, conditions, products, and yield Starting materials: CC1(S[C@H]2N(C1C(=O)OCC(Cl)(Cl)Cl)C(C2NC(CC2=CC=CC=C2)=O)=O)CBr (2,2,2-trichloroethyl 2-methyl-2-bromomethyl-6-(2-phenylacetamido)penam-3-carboxylate), 1,8-diazabicyclo[5,4,0]undecene-7, C(C)(=O)OCC (ethyl acetate), P(O)(O)(O)=O (phosphoric acid). Run in CN(C=O)C (dimethylformamide). Reaction conditions: temperature -10 celsius. The product is CC12S[C@H]3N(C1(C(=O)OCC(Cl)(Cl)Cl)C2)C(C3NC(CC3=CC=CC=C3)=O)=O (2,2,2-trichloroethyl 2-methyl-2,3-methylene-6-(2-phenylacetamido)penam-3-carboxylate). Isolated yield 39.1%. RXN SMILES: [CH3:1][C:2]1([CH2:28]Br)[CH:6]([C:7]([O:9][CH2:10][C:11]([Cl:14])([Cl:13])[Cl:12])=[O:8])[N:5]2[C:15](=[O:27])[CH:16]([NH:17][C:18](=[O:26])[CH2:19][C:20]3[CH:25]=[CH:24][CH:23]=[CH:22][CH:21]=3)[C@H:4]2[S:3]1.C(OCC)(=O)C.P(=O)(O)(O)O>CN(C)C=O>[CH3:1][C:2]12[CH2:28][C:6]1([C:7]([O:9][CH2:10][C:11]([Cl:14])([Cl:13])[Cl:12])=[O:8])[N:5]1[C:15](=[O:27])[CH:16]([NH:17][C:18](=[O:26])[CH2:19][C:20]3[CH:25]=[CH:24][CH:23]=[CH:22][CH:21]=3)[C@H:4]1[S:3]2. Procedure details: To a solution of 2,2,2-trichloroethyl 2-methyl-2-bromomethyl-6-(2-phenylacetamido)penam-3-carboxylate(1.08 g.) in dimethylformamide (10 ml.) was added 1,8-diazabicyclo[5,4,0]undecene-7(360 mg.) under cooling at -50° to -60°C and stirred at the same temperature for an hour The inner temperature of the reaction mixture was raised to -10°C. The mixture was poured into a solution of ethyl acetate and dilute phosphoric acid and then extracted. The extract was washed with dilute phosphoric acid, water... Product: S(=O)(=O)([O-])[O-].NNC(=[NH2+])N.NNC(=[NH2+])N (Bis(Aminoguanidinium) Sulfate). Reactants: C([O-])(O)=O.NNC(=[NH2+])N (Aminoguanidinium bicarbonate), product, S(O)(O)(=O)=O (Sulfuric acid), C(=O)=O (carbon dioxide). As a reaction SMILES: C(=O)(O)[O-].[NH2:5][NH:6][C:7]([NH2:9])=[NH2+:8].[S:10](=[O:14])(=[O:13])([OH:12])[OH:11].C(=O)=O>O>[S:10]([O-:14])([O-:13])(=[O:12])=[O:11].[NH2:5][NH:6][C:7]([NH2:9])=[NH2+:8].[NH2:5][NH:6][C:7]([NH2:9])=[NH2+:8] |f:0.1,5.6.7|. Run in O (water), O (water). Procedure details: Aminoguanidinium bicarbonate (27.2 g of 98.5%, 0.2 mole) was slurried in 150 ml of water. Sulfuric acid (10.2 g of 96%, 0.1 mole) was added over 1/4 hour with the evolution of carbon dioxide. After post-reacting one hour at room temperature, 125 ml of water were vacuum stripped. On cooling a white precipitate formed which was filtered and dried. Obtained were 11 g of product. Reactants: [H-].[Na+] (NaH), O (water), COC=1C=C(CCO)C=CC1OC (3,4-dimethoxyphenethyl alcohol), ClC(C#N)(Cl)Cl (trichloroacetonitrile). Run in C(Cl)Cl (CH2Cl2). Run at time 75 minute. Product: ClC(C(OCCC1=CC(=C(C=C1)OC)OC)=N)(Cl)Cl (3,4-DIMETHOXYPHENETHYL 2,2,2-TRICHLOROACETIMIDATE). Isolated yield 74.7%. Reaction SMILES: [H-].[Na+].[CH3:3][O:4][C:5]1[CH:6]=[C:7]([CH:11]=[CH:12][C:13]=1[O:14][CH3:15])[CH2:8][CH2:9][OH:10].[Cl:16][C:17]([Cl:21])([Cl:20])[C:18]#[N:19].O>C(Cl)Cl>[Cl:16][C:17]([Cl:21])([Cl:20])[C:18](=[NH:19])[O:10][CH2:9][CH2:8][C:7]1[CH:11]=[CH:12][C:13]([O:14][CH3:15])=[C:5]([O:4][CH3:3])[CH:6]=1 |f:0.1|. Procedure details: A 500 mL 2-necked round bottom flask equipped with an argon inlet, rubber septum and magnetic stir bar was charged with NaH (80% dispersion, 5.2 g, 173.3 mmol). NaH was washed with anhydrous hexanes (15 mL) prior to the addition of 50 mL of anhydrous CH2Cl2 and of 3,4-dimethoxyphenethyl alcohol (20.0 g, 109.8 mmol) in anhydrous CH2Cl2 (30 mL). The solution was allowed to stir at r.t. for 75 min. The solution was then cooled to 0° C. prior to the dropwise addition of trichloroacetonitrile (16.5 m... Starting materials: C(=O)(Cl)Cl (phosgene), Cl.N1CCC(CC1)=CC=1C=C(OC2=NC=C(C=C2)C(F)(F)F)C=CC1 (2-(3-Piperidin-4-ylidenemethyl-phenoxy)-5-trifluoromethyl-pyridine hydrochloride). Run in ClCCl (dichloromethane), C1(=CC=CC=C1)C (toluene), C(C)(C)N(CC)C(C)C (diisopropylethylamine), ClCCl (dichloromethane). Conditions: temperature 0 celsius, time 1 hour. The product is FC(C=1C=CC(=NC1)OC=1C=C(C=C2CCN(CC2)C(=O)Cl)C=CC1)(F)F (4-(3-(5-(trifluoromethyl)pyridin-2-yloxy)benzylidene)piperidine-1-carbonyl chloride). RXN SMILES: [C:1]([Cl:4])(Cl)=[O:2].Cl.[NH:6]1[CH2:11][CH2:10][C:9](=[CH:12][C:13]2[CH:14]=[C:15]([CH:27]=[CH:28][CH:29]=2)[O:16][C:17]2[CH:22]=[CH:21][C:20]([C:23]([F:26])([F:25])[F:24])=[CH:19][N:18]=2)[CH2:8][CH2:7]1>C1(C)C=CC=CC=1.C(N(C(C)C)CC)(C)C.ClCCl>[F:26][C:23]([F:24])([F:25])[C:20]1[CH:21]=[CH:22][C:17]([O:16][C:15]2[CH:14]=[C:13]([CH:29]=[CH:28][CH:27]=2)[CH:12]=[C:9]2[CH2:8][CH2:7][N:6]([C:1]([Cl:4])=[O:2])[CH2:11][CH2:10]2)=[N:18][CH:19]=1 |f:1.2|. Procedure: A 100 mL round-bottomed flask was fitted with a stirring bar and dropping funnel. To the reaction flask was added dichloromethane (30 mL) and the vessel was set to chill in an ice/water bath. To the flask was added 19% v/v phosgene in toluene (6 mL). 2-(3-piperidin-4-ylidenemethyl-phenoxy)-5-trifluoromethyl-pyridine hydrochloride (3.34 g, 9 mmol, from Example 1a, Step 5) was dissolved in a 15% v/v solution of diisopropylethylamine in dichloromethane and added to the chilled reaction flask slowly... Starting materials: CO (methanol), C(=O)(OC(C)(C)C)N1CC(OCC1)C(=O)O (Boc-2-carboxymorpholine), solution, B#B (diborane). Solvent: C1CCOC1 (THF), C1CCOC1 (THF). Reaction conditions: time 8 hour. Product: C(=O)(OC(C)(C)C)N1CC(OCC1)CO (Boc-2-Hydroxymethylmorpholine). Isolated yield 128.4%. RXN SMILES: [C:1]([N:8]1[CH2:13][CH2:12][O:11][CH:10]([C:14](O)=[O:15])[CH2:9]1)([O:3][C:4]([CH3:7])([CH3:6])[CH3:5])=[O:2].B#B.CO>C1COCC1>[C:1]([N:8]1[CH2:13][CH2:12][O:11][CH:10]([CH2:14][OH:15])[CH2:9]1)([O:3][C:4]([CH3:7])([CH3:6])[CH3:5])=[O:2]. Procedure details: To a cooled (0° C.) solution of Boc-2-carboxymorpholine (1.01 g, 4.3 mmol) in anhydrous THF under argon (25 mL) was added 10.8 mL of a 1M solution of diborane in THF. After stirring at room temperature overnight, methanol was added (10 mL) and the reaction was heated to reflux for 30 min. The solvent was evaporated and the residue was dissolved in ethyl acetate, washed with brine. The combined organic layers were dried (MgSO4) and the solvent was evaporated to yield a colorless liquid (1.2 g) th... The reactants are C(C)(C)(C)OC(=O)NCC=1C=C(C=CC1)CCC(=O)OC (methyl 3-(3-tert-butyloxycarbonylaminomethylphenyl)propionate), [OH-].[Na+] (sodium hydroxide). Solvent: O1CCCC1 (tetrahydrofurane). Run at time 2 day. Product: C(C)(C)(C)OC(=O)NCC=1C=C(C=CC1)CCC(=O)O (3-(3-tert-Butyloxycarbonylaminomethylphenyl)propionic Acid). Yield: 102.1%. As a reaction SMILES: [C:1]([O:5][C:6]([NH:8][CH2:9][C:10]1[CH:11]=[C:12]([CH2:16][CH2:17][C:18]([O:20]C)=[O:19])[CH:13]=[CH:14][CH:15]=1)=[O:7])([CH3:4])([CH3:3])[CH3:2].[OH-].[Na+]>O1CCCC1>[C:1]([O:5][C:6]([NH:8][CH2:9][C:10]1[CH:11]=[C:12]([CH2:16][CH2:17][C:18]([OH:20])=[O:19])[CH:13]=[CH:14][CH:15]=1)=[O:7])([CH3:4])([CH3:2])[CH3:3] |f:1.2|. Procedure: To 3.6 g of methyl 3-(3-tert-butyloxycarbonylaminomethylphenyl)propionate (C3) in 36 ml of tetrahydrofurane 14.8 ml of 1N aqueous sodium hydroxide solution are added and the mixture is stirred at RT for 2 days. After neutralization with 14.8 ml 1N hydrochloric acid solution and dilution with water the mixture is extracted three times with ethyl acetate. The combined extracts are dried over magnesium sulfate, filtered and the solvent removed in vacuo to give 3.5 g of the title compound as a brown... The reactants are COC1=C(C=C(C=C1)/C=C/[N+](=O)[O-])OC (3,4-dimethoxy-ω-nitrostyrene), C=CC=C (1,3-butadiene), C1(O)=CC=C(O)C=C1 (hydroquinone), liquid. Solvent: C1(=CC=CC=C1)C (toluene). Run at temperature 160 celsius, time 6 day. Yields the product COC1=C(C=C(C=C1)[C@H]1[C@@H](CCCC1)[N+](=O)[O-])OC ((+/−)-trans-1,2-dimethoxy-4-(2-nitrocyclohexyl) benzene). As a reaction SMILES: [CH3:1][O:2][C:3]1[CH:8]=[CH:7][C:6](/[CH:9]=[CH:10]/[N+:11]([O-:13])=[O:12])=[CH:5][C:4]=1[O:14][CH3:15].[C:16]1([CH:23]=CC(O)=[CH:19][CH:18]=1)O.C=CC=C>C1(C)C=CC=CC=1>[CH3:1][O:2][C:3]1[CH:8]=[CH:7][C:6]([C@@H:9]2[CH2:19][CH2:18][CH2:16][CH2:23][C@H:10]2[N+:11]([O-:13])=[O:12])=[CH:5][C:4]=1[O:14][CH3:15]. Procedure details: 50.0 g of 3,4-dimethoxy-ω-nitrostyrene and 1.0 g (9.1 mmol) of hydroquinone are suspended in 200 ml of abs. toluene and, at −70° C., admixed with 55.0 g (1.02 mol) of liquid 1,3-butadiene. The mixture is stirred in an autoclave at 160° C. for 6 days and then cooled. Some of the solvent is removed using a rotary evaporator, and the resulting precipitate is filtered off with suction and recrystallized from ethanol. M.p.: 113.5-115.5° C.; Yield 76.3% of Th. The reactants are FC1=C(COC=2C=3N(C=CC2)C(=C(N3)C)C(=O)NC([C@@H](C)NC(OCC3=CC=CC=C3)=O)C)C(=CC=C1)F (benzyl {(2R)-3-[({8-[(2,6-difluorobenzyl)oxy]-2-methylimidazo[1,2-a]pyridin-3-yl}-carbonyl)amino]butan-2-yl}carbamate). Reagents/catalysts: [Pd] (palladium on activated carbon). Run in C(C)O (ethanol). Conditions: time 1.5 hour. Product: N[C@@H](C(C)NC(=O)C1=C(N=C2N1C=CC=C2OCC2=C(C=CC=C2F)F)C)C (N-[(3R)-3-Aminobutan-2-yl]-8-[(2,6-difluorobenzyl)oxy]-2-methylimidazo[1,2-a]pyridine-3-carboxamide). Reaction SMILES: [F:1][C:2]1[CH:37]=[CH:36][CH:35]=[C:34]([F:38])[C:3]=1[CH2:4][O:5][C:6]1[C:7]2[N:8]([C:12]([C:16]([NH:18][CH:19]([CH3:33])[C@H:20]([NH:22]C(=O)OCC3C=CC=CC=3)[CH3:21])=[O:17])=[C:13]([CH3:15])[N:14]=2)[CH:9]=[CH:10][CH:11]=1>C(O)C.[Pd]>[NH2:22][C@H:20]([CH3:21])[CH:19]([NH:18][C:16]([C:12]1[N:8]2[CH:9]=[CH:10][CH:11]=[C:6]([O:5][CH2:4][C:3]3[C:2]([F:1])=[CH:37][CH:36]=[CH:35][C:34]=3[F:38])[C:7]2=[N:14][C:13]=1[CH3:15])=[O:17])[CH3:33]. Procedure details: 235 mg of benzyl {(2R)-3-[({8-[(2,6-difluorobenzyl)oxy]-2-methylimidazo[1,2-a]pyridin-3-yl}-carbonyl)amino]butan-2-yl}carbamate (Example 184A, 0.45 mmol, 1 equivalent) were dissolved in 260 ml of ethanol, and 63 mg of palladium on activated carbon (10%, 0.45 mmol, 1 equivalent) were added. The mixture was hydrogenated at RT under atmospheric pressure for 1.5 h and then filtered through silica gel and concentrated. The residue was dissolved in methanol and purified by preparative HPLC (Method 9)....